Dataset: the Open Reaction Database (ORD), a public repository of structured organic reaction records. Task: describe an organic reaction: reactants, conditions, products, and yield The reactants are Cl (hydrochloric acid), C(=O)[O-].[NH4+] (ammonium formate), N(N)C=1N=NC(=CC1)C1=CC(=C(C=C1)OC(F)F)OC (3-hydrazino-6-(4-difluoromethoxy-3-methoxyphenyl)pyridazine). Reagents/catalysts: [Pd] (palladium/carbon). Solvent: C(C)O (ethanol). Reaction conditions: temperature 80 celsius, time 3 hour. Product: NC=1N=NC(=CC1)C1=CC(=C(C=C1)OC(F)F)OC (3-amino-6-(4-difluoromethoxy-3-methoxyphenyl)pyridazine). Yield: 62.4%. As a reaction SMILES: [NH:1]([C:3]1[N:4]=[N:5][C:6]([C:9]2[CH:14]=[CH:13][C:12]([O:15][CH:16]([F:18])[F:17])=[C:11]([O:19][CH3:20])[CH:10]=2)=[CH:7][CH:8]=1)N.Cl.C([O-])=O.[NH4+]>C(O)C.[Pd]>[NH2:1][C:3]1[N:4]=[N:5][C:6]([C:9]2[CH:14]=[CH:13][C:12]([O:15][CH:16]([F:17])[F:18])=[C:11]([O:19][CH3:20])[CH:10]=2)=[CH:7][CH:8]=1 |f:2.3|. Procedure: 5.0 g (18 mmol) of 3-hydrazino-6-(4-difluoromethoxy-3-methoxyphenyl)pyridazine are dissolved in 50 ml of ethanol and 2.3 ml (27 mmol) of concentrated hydrochloric acid, 1 g of palladium/carbon and 3.4 g (54 mmol) of ammonium formate are added, and the mixture is heated to 80° C. After evolution of gases has ceased, the mixture is stirred for a further 3 hours, filtered to remove the catalyst, and the solution is stirred in 1 l water and made alkaline with concentrated ammonia, and the resulting ... As a reaction SMILES: [CH2:1]([O:8][C:9]1[CH:14]=[CH:13][C:12]([CH:15]([N:20]([CH3:28])[C:21](=[O:27])[O:22][C:23]([CH3:26])([CH3:25])[CH3:24])[CH2:16][CH2:17][C:18]#N)=[CH:11][CH:10]=1)[C:2]1[CH:7]=[CH:6][CH:5]=[CH:4][CH:3]=1.[H-].C([Al+]CC(C)C)C(C)C.CCCCCC.S([O-])([O-])(=O)=[O:46].[Na+].[Na+].[BH4-].[Na+]>ClCCl.O>[CH2:1]([O:8][C:9]1[CH:14]=[CH:13][C:12]([CH:15]([N:20]([CH3:28])[C:21](=[O:27])[O:22][C:23]([CH3:26])([CH3:25])[CH3:24])[CH2:16][CH2:17][CH2:18][OH:46])=[CH:11][CH:10]=1)[C:2]1[CH:7]=[CH:6][CH:5]=[CH:4][CH:3]=1 |f:1.2,4.5.6,7.8|. Conditions: time 2 hour. Reported procedure: t-Butyl N-[1-(4-benzyloxyphenyl)-3-cyanopropyl]-N-methylcarbamate (1.00 g, 2.6 mmol) obtained from Example 115c was dissolved in dichloromethane (20 ml) under an atmosphere of nitrogen. To the solution was added 0.95 M solution of diisobutylaluminum hydride in hexane (5.5 ml, 5.3 mmol) at −78° C. and the temperature was slowly raised to room temperature and then the mixture was stirred at room temperature for 2 hours. To the resulting mixture was added sodium sulfate (2.6 g) and this mixture was... Yields the product C(C1=CC=CC=C1)OC1=CC=C(C=C1)C(CCCO)N(C(OC(C)(C)C)=O)C (t-Butyl N-[1-(4-benzyloxyphenyl)-4-hydroxybutyl]-N-methylcarbamate). Solvent: O (Water), ClCCl (dichloromethane). Isolated yield 82.8%. Starting materials: solution, [H-].C(C(C)C)[Al+]CC(C)C (diisobutylaluminum hydride), CCCCCC (hexane), S(=O)(=O)([O-])[O-].[Na+].[Na+] (sodium sulfate), C(C1=CC=CC=C1)OC1=CC=C(C=C1)C(CCC#N)N(C(OC(C)(C)C)=O)C (t-Butyl N-[1-(4-benzyloxyphenyl)-3-cyanopropyl]-N-methylcarbamate), [BH4-].[Na+] (sodium borohydride). Starting materials: COC(=O)c1ccc(Br)c(C)c1, CCOC(=O)c1ccccc1B1OC(C)(C)C(C)(C)O1, Cc1ccccc1, [K+], [K+], [K+], O, O=P([O-])([O-])[O-], c1ccc(P(c2ccccc2)(c2ccccc2)[Pd](P(c2ccccc2)(c2ccccc2)c2ccccc2)(P(c2ccccc2)(c2ccccc2)c2ccccc2)P(c2ccccc2)(c2ccccc2)c2ccccc2)cc1. Product: CCOC(=O)c1ccccc1-c1ccc(C(=O)OC)cc1C. RXN SMILES: [Br:1][c:2]1[c:3]([CH3:12])[cH:4][c:5]([C:6](=[O:7])[O:8][CH3:9])[cH:10][cH:11]1.[CH3:13][C:14]1([CH3:15])[C:16]([CH3:17])([CH3:18])[O:19][B:20]([c:21]2[c:22]([C:23](=[O:24])[O:25][CH2:26][CH3:27])[cH:28][cH:29][cH:30][cH:31]2)[O:32]1.[CH3:33][c:34]1[cH:35][cH:36][cH:37][cH:38][cH:39]1.[K+:45].[K+:46].[K+:47].[OH2:125].[P:40]([O-:41])([O-:42])([O-:43])=[O:44].[cH:48]1[cH:49][cH:50][c:51]([P:52]([Pd:53]([P:54]([c:55]2[cH:56][cH:57][cH:58][cH:59][cH:60]2)([c:61]2[cH:62][cH:63][cH:64][cH:65][cH:66]2)[c:67]2[cH:68][cH:69][cH:70][cH:71][cH:72]2)([P:73]([c:74]2[cH:75][cH:76][cH:77][cH:78][cH:79]2)([c:80]2[cH:81][cH:82][cH:83][cH:84][cH:85]2)[c:86]2[cH:87][cH:88][cH:89][cH:90][cH:91]2)[P:92]([c:93]2[cH:94][cH:95][cH:96][cH:97][cH:98]2)([c:99]2[cH:100][cH:101][cH:102][cH:103][cH:104]2)[c:105]2[cH:106][cH:107][cH:108][cH:109][cH:110]2)([c:111]2[cH:112][cH:113][cH:114][cH:115][cH:116]2)[c:117]2[cH:118][cH:119][cH:120][cH:121][cH:122]2)[cH:123][cH:124]1>>[c:2]1(-[c:21]2[c:22]([C:23](=[O:24])[O:25][CH2:26][CH3:27])[cH:28][cH:29][cH:30][cH:31]2)[c:3]([CH3:12])[cH:4][c:5]([C:6](=[O:7])[O:8][CH3:9])[cH:10][cH:11]1. The reactants are C(C)(C)(C)OC(NC(C)C1=CC(=C(C=C1)NS(=O)(=O)C)C=C)=O ([1-(4-methanesulfonylamino-3-vinylphenyl)ethyl]carbamic acid t-butyl ester), FC(C(=O)O)(F)F (trifluoroacetic acid). Run in C(Cl)Cl (methylenechloride). The product is FC(C(=O)[O-])(F)F.CS(=O)(=O)NC1=C(C=C(C=C1)[C@@H](C)[NH3+])C=C ((R)-[1-(4-methanesulfonylamino-3-ethenylphenyl)ethyl]ammonium trifluoro-acetate). The yield is 143.7%. As a reaction SMILES: C(OC(=O)[NH:7][CH:8]([C:10]1[CH:15]=[CH:14][C:13]([NH:16][S:17]([CH3:20])(=[O:19])=[O:18])=[C:12]([CH:21]=[CH2:22])[CH:11]=1)[CH3:9])(C)(C)C.[F:24][C:25]([F:30])([F:29])[C:26]([OH:28])=[O:27]>C(Cl)Cl>[F:24][C:25]([F:30])([F:29])[C:26]([O-:28])=[O:27].[CH3:20][S:17]([NH:16][C:13]1[CH:14]=[CH:15][C:10]([C@H:8]([NH3+:7])[CH3:9])=[CH:11][C:12]=1[CH:21]=[CH2:22])(=[O:19])=[O:18] |f:3.4|. Procedure details: [1-(4-methanesulfonylamino-3-vinylphenyl)ethyl]carbamic acid t-butyl ester (158.4 mg, 0.465 mmol, 1 eq.) was put into 100 ml round-bottom flask and dissolved in methylenechloride. To the solution was added trifluoroacetic acid (179.2 μl, 2.326 mmol, 5 eq.) and stirred for one night. After confirming the completion of the reaction with TLC, the reaction solution was concentrated under reduced pressure to yield brown crude liquid (236.7 mg). Reactants: BrCC1=C(C=CC=C1)N1C(N(N=C1OC)C)=O (4-[2-(bromomethyl)phenyl]-2,4-dihydro-5-methoxy-2-methyl-3H-1,2,4-triazol-3-one), ClC1=CC=C(NC(CC)=S)C=C1 (4'-chlorothiopropionanilide), CC(C)([O-])C.[K+] (potassium tert-butoxide). Run in C(C)(=O)OCC (ethyl acetate), C1CCOC1 (THF). Conditions: time 8 hour. Product: COC1=NN(C(N1C1=C(C=CC=C1)CSC(CC)=NC1=CC=C(C=C1)Cl)=O)C ([[2-(1,5-dihydro-3-methoxy-1-methyl-5-oxo4H-1,2,4-triazol-4-yl)phenyl]methyl]N-(4-chlorophenyl)propanimidothioate). Isolated yield 68.6%. RXN SMILES: Br[CH2:2][C:3]1[CH:8]=[CH:7][CH:6]=[CH:5][C:4]=1[N:9]1[C:13]([O:14][CH3:15])=[N:12][N:11]([CH3:16])[C:10]1=[O:17].[Cl:18][C:19]1[CH:29]=[CH:28][C:22]([NH:23][C:24](=[S:27])[CH2:25][CH3:26])=[CH:21][CH:20]=1.CC(C)([O-])C.[K+]>C1COCC1.C(OCC)(=O)C>[CH3:15][O:14][C:13]1[N:9]([C:4]2[CH:5]=[CH:6][CH:7]=[CH:8][C:3]=2[CH2:2][S:27][C:24](=[N:23][C:22]2[CH:21]=[CH:20][C:19]([Cl:18])=[CH:29][CH:28]=2)[CH2:25][CH3:26])[C:10](=[O:17])[N:11]([CH3:16])[N:12]=1 |f:2.3|. Procedure details: To a solution of 0.50 g of the title compound of Step D in 2 mL of THF was added 0.37 g of 4'-chlorothiopropionanilide and then 0.23 g of potassium tert-butoxide. (An exotherm occurred during this addition). The reaction was allowed to stir at room temperature overnight and then was heated briefly to reflux and allowed to cool. The reaction mixture was diluted with ethyl acetate and washed successively with water and then with saturated aqueous NaCl. The organic phase was dried (MgSO4), filtered...